This data is from the Open Reaction Database (ORD), a public repository of structured organic reaction records. The task is: describe an organic reaction: reactants, conditions, products, and yield The reactants are C(#N)[BH3-].[Na+] (sodium cyanoborohydride), C([O-])([O-])=O.[Na+].[Na+] (sodium carbonate), [H-].[Al+3].[Li+].[H-].[H-].[H-] (lithium aluminum hydride), C(CCC)N1C(=CC=C1)C(C1=CC(=CC=C1)N)=O (1-butyl-2-(3'-aminobenzoyl)pyrrole), C(CCC)N1C(=CC=C1)C(C1=CC(=CC=C1)N)O (1-butyl-2-(3'-amino-α-hydroxybenzyl)pyrrole). Run in C(C)(=O)O (acetic acid), O1CCCC1 (tetrahydrofuran), CO (methanol), O1CCCC1 (tetrahydrofuran). Run at temperature 0 celsius, time 2 hour. Product: C(CCC)N1C(=CC=C1)CC1=CC(=CC=C1)NC(=O)N (1-Butyl-2-(3'-ureidobenzyl)pyrrole). Isolated yield 42.4%. RXN SMILES: [H-].[Al+3].[Li+].[H-].[H-].[H-].[CH2:7]([N:11]1[CH:15]=[CH:14][CH:13]=[C:12]1[C:16](=O)[C:17]1[CH:22]=[CH:21][CH:20]=[C:19]([NH2:23])[CH:18]=1)[CH2:8][CH2:9][CH3:10].C(N1C=CC=C1[CH:34]([OH:42])C1C=CC=C(N)C=1)CCC.C([BH3-])#[N:44].[Na+].C(=O)([O-])[O-].[Na+].[Na+]>O1CCCC1.CO.C(O)(=O)C>[CH2:7]([N:11]1[CH:15]=[CH:14][CH:13]=[C:12]1[CH2:16][C:17]1[CH:22]=[CH:21][CH:20]=[C:19]([NH:23][C:34]([NH2:44])=[O:42])[CH:18]=1)[CH2:8][CH2:9][CH3:10] |f:0.1.2.3.4.5,8.9,10.11.12|. Reported procedure: To a stirred suspension of 5 g (130 mmol) of lithium aluminum hydride in 500 ml of anhydrous tetrahydrofuran was added dropwise, at room temperature, a solution of 16 g (66 mmol) of 1-butyl-2-(3'-aminobenzoyl)pyrrole in 100 ml of anhydrous tetrahydrofuran. The reaction mixture was refluxed for 30 minutes, cooled to 0° C. and the excess reagent destroyed by carefully adding ethyl acetate, saturated sodium sulfate solution and solid anhydrous sodium sulfate. The insoluble material was separated by... Starting materials: O=C(CC(Cc1ccccc1)C(=O)[O-])C(=O)OCc1ccc([N+](=O)[O-])cc1, O=C(NC1CONC1=O)OCc1ccccc1, CCOC(C)=O, C(=NC1CCCCC1)=NC1CCCCC1, ClCCl. The product is O=C(NC1CON(C2(C(=O)OCc3ccc([N+](=O)[O-])cc3)CC(Cc3ccccc3)C(=O)O2)C1=O)OCc1ccccc1. Reaction SMILES: [CH2:18]([c:19]1[cH:20][cH:21][cH:22][cH:23][cH:24]1)[CH:25]([CH2:26][C:27]([C:28](=[O:29])[O:30][CH2:31][c:32]1[cH:33][cH:34][c:35]([N+:38](=[O:39])[O-:40])[cH:36][cH:37]1)=[O:41])[C:42](=[O:43])[O-:44].[CH2:1]([c:2]1[cH:3][cH:4][cH:5][cH:6][cH:7]1)[O:8][C:9](=[O:10])[NH:11][CH:12]1[C:13](=[O:17])[NH:14][O:15][CH2:16]1.[CH3:60][CH2:61][O:62][C:63](=[O:64])[CH3:65].[CH:45]1([N:46]=[C:47]=[N:48][CH:49]2[CH2:50][CH2:51][CH2:52][CH2:53][CH2:54]2)[CH2:55][CH2:56][CH2:57][CH2:58][CH2:59]1.[Cl:66][CH2:67][Cl:68]>>[CH2:1]([c:2]1[cH:3][cH:4][cH:5][cH:6][cH:7]1)[O:8][C:9](=[O:10])[NH:11][CH:12]1[C:13](=[O:17])[N:14]([C:27]2([C:28](=[O:29])[O:30][CH2:31][c:32]3[cH:33][cH:34][c:35]([N+:38](=[O:39])[O-:40])[cH:36][cH:37]3)[CH2:26][CH:25]([CH2:18][c:19]3[cH:20][cH:21][cH:22][cH:23][cH:24]3)[C:42](=[O:43])[O:41]2)[O:15][CH2:16]1.